Task: describe an organic reaction: reactants, conditions, products, and yield. Dataset: the Open Reaction Database (ORD), a public repository of structured organic reaction records Product: CC1(OC2=C(C(=C(C(=C2CC1)C)O)C)C)C (2,2,5,7,8-pentamethyl-6-hydroxychroman). Reported procedure: In a 50 ml four-necked flask were charged 2,3,5-trimethylhydroquinone (5.0 g), zinc chloride (0.8 g), acetic acid (0.35 ml), methyl ethyl ketone (4 ml) and toluene (15 ml) and the mixture was heated. At 100° C., a solution of isoprene (2.5 g) in toluene (5 ml) was added dropwise under reflux over 2 hr. After the dropwise addition, the mixture was refluxed for 4 more hours and cooled to room temperature. The reaction mixture was transferred to a partition funnel, and, after washing 3 times with 5... RXN SMILES: [CH3:1][C:2]1[C:8]([CH3:9])=[C:7]([OH:10])[C:6]([CH3:11])=[CH:5][C:3]=1[OH:4].C(O)(=O)C.C(C(C)=O)C.[CH2:21]=[CH:22][C:23](=[CH2:25])[CH3:24]>C1(C)C=CC=CC=1.[Cl-].[Zn+2].[Cl-]>[CH3:25][C:23]1([CH3:24])[CH2:22][CH2:21][C:5]2[C:3](=[C:2]([CH3:1])[C:8]([CH3:9])=[C:7]([OH:10])[C:6]=2[CH3:11])[O:4]1 |f:5.6.7|. Reagents/catalysts: [Cl-].[Zn+2].[Cl-] (zinc chloride). Reactants: C=CC(C)=C (isoprene), CC1=C(O)C=C(C(=C1C)O)C (2,3,5-trimethylhydroquinone), C(C)(=O)O (acetic acid), C(C)C(=O)C (methyl ethyl ketone). Solvent: C1(=CC=CC=C1)C (toluene), C1(=CC=CC=C1)C (toluene).